This data is from the Open Reaction Database (ORD), a public repository of structured organic reaction records. The task is: describe an organic reaction: reactants, conditions, products, and yield Starting materials: COC(=O)C=1C(SC2=CC(=CC=C2C1O)Br)=O (7-bromo-4-hydroxy-2-oxo-2H-thiochromene-3-carboxylic acid methyl ester), C1(CC1)B(O)O (cyclopropylboronic acid). Product: COC(=O)C=1C(SC2=CC(=CC=C2C1O)C1CC1)=O (7-Cyclopropyl-4-hydroxy-2-oxo-2H-thiochromene-3-carboxylic acid methyl ester). RXN SMILES: [CH3:1][O:2][C:3]([C:5]1[C:6](=[O:17])[S:7][C:8]2[C:13]([C:14]=1[OH:15])=[CH:12][CH:11]=[C:10](Br)[CH:9]=2)=[O:4].[CH:18]1(B(O)O)[CH2:20][CH2:19]1>>[CH3:1][O:2][C:3]([C:5]1[C:6](=[O:17])[S:7][C:8]2[C:13]([C:14]=1[OH:15])=[CH:12][CH:11]=[C:10]([CH:18]1[CH2:20][CH2:19]1)[CH:9]=2)=[O:4]. Procedure: 7-Cyclopropyl-4-hydroxy-2-oxo-2H-thiochromene-3-carboxylic acid methyl ester was prepared from 7-bromo-4-hydroxy-2-oxo-2H-thiochromene-3-carboxylic acid methyl ester under conditions analogous to Example 7(a) using cyclopropylboronic acid. The crude material was used in the next step without purification. Reactants: NCCSC=1C=C(C=2C(NC3=CC=C(C1C23)F)=O)C=2NC=CC2 (5-(2-amino-ethylsulfanyl)-6-fluoro-3-(1H-pyrrol-2-yl)-1H-benzo[cd]indol-2-one), Cl (HCl). The solvent is CO (methanol), CN(C)C=O (DMF). The product is Cl.NCCSC=1C=C(C=2C(NC3=CC=C(C1C23)F)=O)C=2NC=CC2 (5-(2-amino-ethylsulfanyl)-6-fluoro-3-(1H-pyrrol-2-yl)-1H-benzo[cd]indol-2-one hydrochloride salt). As a reaction SMILES: [NH2:1][CH2:2][CH2:3][S:4][C:5]1[CH:6]=[C:7]([C:19]2[NH:20][CH:21]=[CH:22][CH:23]=2)[C:8]2[C:9](=[O:18])[NH:10][C:11]3[C:16]=2[C:15]=1[C:14]([F:17])=[CH:13][CH:12]=3.[ClH:24]>CN(C=O)C.CO>[ClH:24].[NH2:1][CH2:2][CH2:3][S:4][C:5]1[CH:6]=[C:7]([C:19]2[NH:20][CH:21]=[CH:22][CH:23]=2)[C:8]2[C:9](=[O:18])[NH:10][C:11]3[C:16]=2[C:15]=1[C:14]([F:17])=[CH:13][CH:12]=3 |f:4.5|. Procedure details: A solution of 5-(2-amino-ethylsulfanyl)-6-fluoro-3-(1H-pyrrol-2-yl)-1H-benzo[cd]indol-2-one (from Example 40 above) (20 mg, 0.06 mmol) in DMF (2.5 mL) was treated with aqueous HCl with vigorous stirring. The solution was lyophilized and the residue was dissolved in methanol, filtered and concentrated. The residue was further purified by precipitation out of methanol/CH2Cl2 (1:3) with excess pentane to give 5-(2-amino-ethylsulfanyl)-6-fluoro-3-(1H-pyrrol-2-yl)-1H-benzo[cd]indol-2-one hydrochlorid... Reactants: O[C@H](C)[C@@H]1[C@@H]2N(C(=C([C@@H]2C)C=2N3C(SC2)=CN=C3)C(=O)OCC3=CC=C(C=C3)[N+](=O)[O-])C1=O (4-nitrobenzyl (1S,5R,6S)-6-((1R)-1-hydroxyethyl)-2-(imidazo[5,1-b]thiazol-3-yl)-1-methyl-1-carbapen-2-em-3-carboxylate), IC (iodomethane). Solvent: ClCCl (dichloromethane). Conditions: time 3 day. Yields the product [I-].O[C@H](C)[C@@H]1[C@@H]2N(C(=C([C@@H]2C)C=2[N+]=3C(SC2)=CN(C3)C)C(=O)OCC3=CC=C(C=C3)[N+](=O)[O-])C1=O (4-nitrobenzyl (1S,5R,6S)-6-((1R)-1-hydroxyethyl)-1-methyl-2-(6-methylimidazo[5,1-b]thiazolium-3-yl)-1-carbapen-2-em-3-carboxylate iodide). RXN SMILES: [OH:1][C@@H:2]([C@H:4]1[C:32](=[O:33])[N:6]2[C:7]([C:19]([O:21][CH2:22][C:23]3[CH:28]=[CH:27][C:26]([N+:29]([O-:31])=[O:30])=[CH:25][CH:24]=3)=[O:20])=[C:8]([C:11]3[N:12]4[CH:18]=[N:17][CH:16]=[C:13]4[S:14][CH:15]=3)[C@H:9]([CH3:10])[C@H:5]12)[CH3:3].[I:34][CH3:35]>ClCCl>[I-:34].[OH:1][C@@H:2]([C@H:4]1[C:32](=[O:33])[N:6]2[C:7]([C:19]([O:21][CH2:22][C:23]3[CH:24]=[CH:25][C:26]([N+:29]([O-:31])=[O:30])=[CH:27][CH:28]=3)=[O:20])=[C:8]([C:11]3[N+:12]4[C:13](=[CH:16][N:17]([CH3:35])[CH:18]=4)[S:14][CH:15]=3)[C@H:9]([CH3:10])[C@H:5]12)[CH3:3] |f:3.4|. Procedure: To a suspension of 102 mg of 4-nitrobenzyl (1S,5R,6S)-6-((1R)-1-hydroxyethyl)-2-(imidazo[5,1-b]thiazol-3-yl)-1-methyl-1-carbapen-2-em-3-carboxylate 1.5 ml of dry dichloromethane was added 2.7 ml of iodomethane, and the mixture was stirred under the atmosphere of argon in the darkness at room temperature for 3 days. Unreacted reagent was removed under reduced pressure to give 122 mg of 4-nitrobenzyl (1S,5R,6S)-6-((1R)-1-hydroxyethyl)-1-methyl-2-(6-methylimidazo[5,1-b]thiazolium-3-yl)-1-carbapen-2... Reactants: C=CC(OC(=O)OC)c1cccs1, COC(=O)CC(=O)OC, C1CCOC1, ClC(Cl)Cl, [H-], [Na+], O. Product: C=CC(c1cccs1)C(C(=O)OC)C(=O)OC. As a reaction SMILES: [C:12](=[O:13])([O:14][CH:16]([CH:17]=[CH2:18])[c:19]1[s:20][cH:21][cH:22][cH:23]1)[O:15][CH3:24].[C:1]([CH2:2][C:3](=[O:4])[O:5][CH3:6])(=[O:7])[O:8][CH3:9].[CH2:26]1[O:27][CH2:28][CH2:29][CH2:30]1.[Cl:31][CH:32]([Cl:33])[Cl:34].[H-:10].[Na+:11].[OH2:25]>>[C:1]([CH:2]([C:3](=[O:4])[O:5][CH3:6])[CH:16]([CH:17]=[CH2:18])[c:19]1[s:20][cH:21][cH:22][cH:23]1)(=[O:7])[O:8][CH3:9]. Reactants: Cc1nc(C)c(CBr)nc1C, O=C([O-])[O-], CCOC(=O)c1cc(OC)c(O)c(OC)c1, [K+], [K+], CN(C)C=O, O. Product: CCOC(=O)c1cc(OC)c(OCc2nc(C)c(C)nc2C)c(OC)c1. RXN SMILES: [Br:1][CH2:2][c:3]1[n:4][c:5]([CH3:11])[c:6]([CH3:10])[n:7][c:8]1[CH3:9].[C:28](=[O:29])([O-:30])[O-:31].[CH2:12]([CH3:13])[O:14][C:15]([c:16]1[cH:17][c:18]([O:19][CH3:20])[c:21]([OH:22])[c:23]([O:24][CH3:25])[cH:26]1)=[O:27].[K+:32].[K+:33].[O:34]=[CH:35][N:36]([CH3:37])[CH3:38].[OH2:39]>>[CH2:2]([c:3]1[n:4][c:5]([CH3:11])[c:6]([CH3:10])[n:7][c:8]1[CH3:9])[O:22][c:21]1[c:18]([O:19][CH3:20])[cH:17][c:16]([C:15]([O:14][CH2:12][CH3:13])=[O:27])[cH:26][c:23]1[O:24][CH3:25]. The yield is 81.8%. Reactants: [H-].[Al+3].[Li+].[H-].[H-].[H-] (lithium aluminum hydride), N1=C(SC2=C1C1=CC=CC=C1CC2)NC(CC)=O (N-(4,5-dihydronaphtho[1,2-d][1,3]thiazol-2-yl)propanamide), O.O.O.O.O.O.O.O.O.O.[O-]S(=O)(=O)[O-].[Na+].[Na+] (Sodium sulfate 10 hydrate). Conditions: time 3 hour. Procedure details: Under ice-cooling, to a solution of N-(4,5-dihydronaphtho[1,2-d][1,3]thiazol-2-yl)propanamide (1.70 g, 6.6 mmol) in tetrahydrofuran (30 mL) was added lithium aluminum hydride (749 mg, 20 mmol), and the mixture was stirred at room temperature for 3 hrs. Sodium sulfate 10 hydrate (9.6 g, 30 mmol) was added, and the mixture was stirred at room temperature for 1 hr. Insoluble material was filtered off, and the filtrate was concentrated. The residue was purified by silica gel column chromatography (h... Solvent: O1CCCC1 (tetrahydrofuran). Yields the product C(CC)NC=1SC2=C(N1)C1=CC=CC=C1CC2 (N-propyl-4,5-dihydronaphtho[1,2-d][1,3]thiazol-2-amine). Reaction SMILES: [N:1]1[C:5]2[C:6]3[C:11]([CH2:12][CH2:13][C:4]=2[S:3][C:2]=1[NH:14][C:15](=O)[CH2:16][CH3:17])=[CH:10][CH:9]=[CH:8][CH:7]=3.[H-].[Al+3].[Li+].[H-].[H-].[H-].O.O.O.O.O.O.O.O.O.O.[O-]S([O-])(=O)=O.[Na+].[Na+]>O1CCCC1>[CH2:15]([NH:14][C:2]1[S:3][C:4]2[CH2:13][CH2:12][C:11]3[C:6](=[CH:7][CH:8]=[CH:9][CH:10]=3)[C:5]=2[N:1]=1)[CH2:16][CH3:17] |f:1.2.3.4.5.6,7.8.9.10.11.12.13.14.15.16.17.18.19|. Reactants: C(C)OC(CC1=CC=C(C=2C=COC21)OCCOC2OCCCC2)=O ({4-[2-(tetrahydropyran-2-yloxy)ethoxy]-benzofur-7-yl}acetic acid ethyl ester). Solvent: CN(C=O)C (dimethylformamide), C(C)(=O)OCC (ethyl acetate). The product is O1C(CCCC1)OCCOC1=CC=C(C2=C1C=CO2)CC(=O)O ({4-[2-(Tetrahydropyran-2-yloxy)ethoxy]benzofur-7-yl}acetic acid). Yield: 73.4%. RXN SMILES: C([O:3][C:4](=[O:25])[CH2:5][C:6]1[C:14]2[O:13][CH:12]=[CH:11][C:10]=2[C:9]([O:15][CH2:16][CH2:17][O:18][CH:19]2[CH2:24][CH2:23][CH2:22][CH2:21][O:20]2)=[CH:8][CH:7]=1)C>CN(C)C=O.C(OCC)(=O)C>[O:20]1[CH2:21][CH2:22][CH2:23][CH2:24][CH:19]1[O:18][CH2:17][CH2:16][O:15][C:9]1[C:10]2[CH:11]=[CH:12][O:13][C:14]=2[C:6]([CH2:5][C:4]([OH:25])=[O:3])=[CH:7][CH:8]=1. Reported procedure: Add to a cooled solution (0° C.) of {4-[2-(tetrahydropyran-2-yloxy)ethoxy]-benzofur-7-yl}acetic acid ethyl ester (1.363 g, 3.912 mmol) in dimethylformamide (20 ml) 2M aqueous sodium hydroxide (10 ml), and stir the mixture for 1½ hours at room temperature. Dilute the mixture with ethyl acetate and extract with water. Dilute with methylene chloride (50 ml) and neutralize using 0.1M aqueous hydrochloric acid (100 ml). Separate the layers are separated and extract the water layer with methylene chlo... The reactants are Sc1ccc(Br)cc1, O=C([O-])[O-], CC(C)O, Clc1ccc(I)cn1, I[Cu]I, [K+], [K+], OCCO. As a reaction SMILES: [Br:9][c:10]1[cH:11][cH:12][c:13]([SH:16])[cH:14][cH:15]1.[C:17](=[O:18])([O-:19])[O-:20].[CH:30]([OH:31])([CH3:32])[CH3:33].[Cl:1][c:2]1[n:3][cH:4][c:5]([I:8])[cH:6][cH:7]1.[Cu:27]([I:28])[I:29].[K+:21].[K+:22].[OH:23][CH2:24][CH2:25][OH:26]>>[Cl:1][c:2]1[n:3][cH:4][c:5]([S:16][c:13]2[cH:12][cH:11][c:10]([Br:9])[cH:15][cH:14]2)[cH:6][cH:7]1. Yields the product Clc1ccc(Sc2ccc(Br)cc2)cn1. The reactants are O.N (ammonia water), ClC1=CC=NC2=CC(=CC=C12)C(F)(F)F (4-chloro-7-(trifluoromethyl)-quinoline), S(O)(O)(=O)=O (sulfuric acid), ice water. Reaction conditions: temperature 100 celsius, time 5 hour. The product is C(=O)(O)C1=CC=C2C(=CC=NC2=C1)Cl (7-carboxy-4-chloroquinoline). Yield: 74.0%. RXN SMILES: [Cl:1][C:2]1[C:11]2[C:6](=[CH:7][C:8]([C:12](F)(F)F)=[CH:9][CH:10]=2)N=[CH:4][CH:3]=1.S(=O)(=O)(O)[OH:17].[OH2:21].[NH3:22]>>[C:12]([C:8]1[CH:7]=[C:6]2[C:11]([C:2]([Cl:1])=[CH:3][CH:4]=[N:22]2)=[CH:10][CH:9]=1)([OH:17])=[O:21] |f:2.3|. Procedure details: Commercially available 4-chloro-7-(trifluoromethyl)-quinoline (8 g, 0.035 mol) was added under ice cooling with 30% fuming sulfuric acid (35 ml) and stirred at 100° C. for 5 hours. After allowing to cool to room temperature, the reactant was poured into ice water and made basic enough with excess concentrated ammonia water, and insoluble materials were filtered off. The filtrate was adjusted by 2N hydrochloric acid to pH 3-4. The resulting jellied precipitate was collected by filtration, washed ... Reactants: [H-].[Na+] (sodium hydride), C(C)(C)(C)C1=CC=C(C=C1)CC#N (4-tert-butylphenylacetonitrile), C(OC)(OC)=O (dimethyl carbonate). Solvent: O1CCCC1 (tetrahydrofuran), O1CCCC1 (tetrahydrofuran). Product: C(C)(C)(C)C1=CC=C(C=C1)C(C(=O)OC)C#N (Methyl 2-(4-Tert-Butylphenyl)Cyanoacetate). Isolated yield 51.9%. RXN SMILES: [H-].[Na+].[C:3]([C:7]1[CH:12]=[CH:11][C:10]([CH2:13][C:14]#[N:15])=[CH:9][CH:8]=1)([CH3:6])([CH3:5])[CH3:4].[C:16](=O)([O:19]C)[O:17][CH3:18]>O1CCCC1>[C:3]([C:7]1[CH:8]=[CH:9][C:10]([CH:13]([C:14]#[N:15])[C:16]([O:17][CH3:18])=[O:19])=[CH:11][CH:12]=1)([CH3:6])([CH3:4])[CH3:5] |f:0.1|. Procedure: 0.66 g (16.5 mmols) of sodium hydride and 2.6 g (15.0 mmols) of 4-tert-butylphenylacetonitrile were suspended in 50 ml of tetrahydrofuran. To the suspension was added dropwise 1.95 g (16.5 mmols) of dimethyl carbonate dissolved in 10 ml of tetrahydrofuran while stirring at room temperature. The mixture was refluxed with heating for 2 hours, and the solvent was distilled off under reduced pressure. Water was added to the residue, and the residue was acidified by diluted hydrochloric acid and twic...